Task: describe an organic reaction: reactants, conditions, products, and yield. Dataset: the Open Reaction Database (ORD), a public repository of structured organic reaction records Reactants: CC1(COC2(OC1)CC1=C(N(C=3N=CC=CC3C1=O)C1=CC=CC=C1)CC2)C (6,8,9,10-tetrahydro-5',5'-dimethyl-10-phenyl-spiro[benzo[b][1,8]naphthyridin-7-(5H),2'-[1,3]dioxan]-5-one), O (water), O.C1(=CC=C(C=C1)S(=O)(=O)O)C (p-toluenesulfonic acid monohydrate). The solvent is CC(CC)=O (2-butanone). The product is C1(=CC=CC=C1)N1C2=C(C(C=3C=CC=NC13)=O)CC(CC2)=O (6,8,9,10-tetrahydro-10-phenyl-benzo[b][1,8]naphthyridin-5,7-dione), ( d ). As a reaction SMILES: CC1(C)CO[C:5]2([CH2:27][CH2:26][C:10]3[N:11]([C:20]4[CH:25]=[CH:24][CH:23]=[CH:22][CH:21]=4)[C:12]4[N:13]=[CH:14][CH:15]=[CH:16][C:17]=4[C:18](=[O:19])[C:9]=3[CH2:8]2)[O:4]C1.O.O.C1(C)C=CC(S(O)(=O)=O)=CC=1>CC(=O)CC>[C:20]1([N:11]2[C:12]3[N:13]=[CH:14][CH:15]=[CH:16][C:17]=3[C:18](=[O:19])[C:9]3[CH2:8][C:5](=[O:4])[CH2:27][CH2:26][C:10]2=3)[CH:21]=[CH:22][CH:23]=[CH:24][CH:25]=1 |f:2.3|. Reported procedure: Reflux 6,8,9,10-tetrahydro-5',5'-dimethyl-10-phenyl-spiro[benzo[b][1,8]naphthyridin-7-(5H),2'-[1,3]dioxan]-5-one (32 mmoles) with water (6 ml) and p-toluenesulfonic acid monohydrate (3.2g) dissolved in 2-butanone (319 ml) for 3 days. Monitor the progress of hydrolysis by thin-layer chromatography. When hydrolysis is complete, cool the solution and evaporate the 2-butanone. Wash a CH2Cl2 solution of the residue with aqueous NaHCO3 solution and with water. Evaporate the CH2Cl2 after drying the org... Starting materials: COc1cccc(-c2nc(OCCCCl)ns2)c1, ClCCl, [Na+], [Na+], O=C([O-])[O-], O. The product is Oc1cccc(-c2nc(OCCCCl)ns2)c1. As a reaction SMILES: [CH3:1][O:2][c:3]1[cH:4][c:5](-[c:9]2[n:10][c:11]([O:14][CH2:15][CH2:16][CH2:17][Cl:18])[n:12][s:13]2)[cH:6][cH:7][cH:8]1.[Cl:26][CH2:27][Cl:28].[Na+:20].[Na+:21].[O-:22][C:23](=[O:24])[O-:25].[OH2:19]>>[OH:2][c:3]1[cH:4][c:5](-[c:9]2[n:10][c:11]([O:14][CH2:15][CH2:16][CH2:17][Cl:18])[n:12][s:13]2)[cH:6][cH:7][cH:8]1. As a reaction SMILES: [CH3:33][c:34]1[cH:35][cH:36][cH:37][cH:38][cH:39]1.[CH3:40][C:41]#[N:42].[F:23][c:24]1[cH:25][cH:26][c:27]([N:30]=[C:31]=[O:32])[cH:28][cH:29]1.[NH2:1][c:2]1[cH:3][cH:4][c:5]([O:6][c:7]2[c:8]3[c:9]([n:10][cH:11][n:12]2)[nH:13][c:14]([C:16](=[O:17])[O:18][CH2:19][CH3:20])[cH:15]3)[cH:21][cH:22]1>>[NH:1]([c:2]1[cH:3][cH:4][c:5]([O:6][c:7]2[c:8]3[c:9]([n:10][cH:11][n:12]2)[nH:13][c:14]([C:16](=[O:17])[O:18][CH2:19][CH3:20])[cH:15]3)[cH:21][cH:22]1)[C:31]([NH:30][c:27]1[cH:26][cH:25][c:24]([F:23])[cH:29][cH:28]1)=[O:32]. Product: CCOC(=O)c1cc2c(Oc3ccc(NC(=O)Nc4ccc(F)cc4)cc3)ncnc2[nH]1. Starting materials: Cc1ccccc1, CC#N, O=C=Nc1ccc(F)cc1, CCOC(=O)c1cc2c(Oc3ccc(N)cc3)ncnc2[nH]1. Procedure details: The title compound was synthesized in analogy to Example 1, using 6-(cyclopropylmethoxy)-5-(3,3-difluoroazetidin-1-yl)picolinic acid (Example 69 b) and (S)-ethyl 2-amino-4-methylpentanoate hydrochloride (CAN 2743-40-0) as starting materials. MS (EI): m/e=426.3 [M+H]+. RXN SMILES: [CH:1]1([CH2:4][O:5][C:6]2[N:11]=[C:10]([C:12]([OH:14])=O)[CH:9]=[CH:8][C:7]=2[N:15]2[CH2:18][C:17]([F:20])([F:19])[CH2:16]2)[CH2:3][CH2:2]1.Cl.[NH2:22][C@@H:23]([CH2:29][CH:30]([CH3:32])[CH3:31])[C:24]([O:26][CH2:27][CH3:28])=[O:25]>>[CH:1]1([CH2:4][O:5][C:6]2[N:11]=[C:10]([C:12]([NH:22][C@@H:23]([CH2:29][CH:30]([CH3:31])[CH3:32])[C:24]([O:26][CH2:27][CH3:28])=[O:25])=[O:14])[CH:9]=[CH:8][C:7]=2[N:15]2[CH2:18][C:17]([F:20])([F:19])[CH2:16]2)[CH2:2][CH2:3]1 |f:1.2|. The product is C1(CC1)COC1=C(C=CC(=N1)C(=O)N[C@H](C(=O)OCC)CC(C)C)N1CC(C1)(F)F ((S)-Ethyl 2-(6-(cyclopropylmethoxy)-5-(3,3-difluoroazetidin-1-yl)picolinamido)-4-methylpentanoate). Starting materials: C1(CC1)COC1=C(C=CC(=N1)C(=O)O)N1CC(C1)(F)F (6-(cyclopropylmethoxy)-5-(3,3-difluoroazetidin-1-yl)picolinic acid), Cl.N[C@H](C(=O)OCC)CC(C)C ((S)-ethyl 2-amino-4-methylpentanoate hydrochloride).